This data is from the Open Reaction Database (ORD), a public repository of structured organic reaction records. The task is: describe an organic reaction: reactants, conditions, products, and yield Starting materials: COc1cc(N2CCN(Cc3ccccc3)CC2)c2nc(C)ccc2c1, CCOC(C)=O, CCCCCC, CO, O=C[O-], [NH4+]. The product is COc1cc(N2CCNCC2)c2nc(C)ccc2c1. As a reaction SMILES: [CH2:1]([c:2]1[cH:3][cH:4][cH:5][cH:6][cH:7]1)[N:8]1[CH2:9][CH2:10][N:11]([c:14]2[cH:15][c:16]([O:25][CH3:26])[cH:17][c:18]3[cH:19][cH:20][c:21]([CH3:24])[n:22][c:23]23)[CH2:12][CH2:13]1.[CH3:31][CH2:32][O:33][C:34]([CH3:35])=[O:36].[CH3:37][CH2:38][CH2:39][CH2:40][CH2:41][CH3:42].[CH3:43][OH:44].[CH:27]([O-:28])=[O:29].[NH4+:30]>>[NH:8]1[CH2:9][CH2:10][N:11]([c:14]2[cH:15][c:16]([O:25][CH3:26])[cH:17][c:18]3[cH:19][cH:20][c:21]([CH3:24])[n:22][c:23]23)[CH2:12][CH2:13]1. The reactants are compound 91, Cl.ClCC1=C(N=C2N1C=C(C=C2)F)C2=CC=C(C=C2)Cl (3-(chloromethyl)-2-(4-chlorophenyl)-6-fluoroimidazo[1,2-a]pyridine hydrochloride), CC1=CC=CC(N1)=O (6-methylpyridin-2(1H)-one). Product: ClC1=CC=C(C=C1)C=1N=C2N(C=C(C=C2)F)C1CN1C(C=CC=C1C)=O (1-((2-(4-chlorophenyl)-6-fluoroimidazo[1,2-a]pyridin-3-yl)methyl)-6-methylpyridin-2(1H)-one). As a reaction SMILES: Cl.Cl[CH2:3][C:4]1[N:8]2[CH:9]=[C:10]([F:13])[CH:11]=[CH:12][C:7]2=[N:6][C:5]=1[C:14]1[CH:19]=[CH:18][C:17]([Cl:20])=[CH:16][CH:15]=1.[CH3:21][C:22]1[NH:27][C:26](=[O:28])[CH:25]=[CH:24][CH:23]=1>>[Cl:20][C:17]1[CH:18]=[CH:19][C:14]([C:5]2[N:6]=[C:7]3[CH:12]=[CH:11][C:10]([F:13])=[CH:9][N:8]3[C:4]=2[CH2:3][N:27]2[C:22]([CH3:21])=[CH:23][CH:24]=[CH:25][C:26]2=[O:28])=[CH:15][CH:16]=1 |f:0.1|. Procedure: The title compound was prepared according to Method B and the experimentals described for compound 91 from 3-(chloromethyl)-2-(4-chlorophenyl)-6-fluoroimidazo[1,2-a]pyridine hydrochloride and 6-methylpyridin-2(1H)-one. 1H-NMR (CDCl3, 400 MHz, δ) 8.75 (dd, J=2.2, 4.6 Hz, 1H), 7.55 (m, 3H), 7.45 (m, 2H), 7.16 (m, 2H), 6.55 (d, J=9.1 Hz, 1H), 5.87 (d, J=6.8 Hz, 1H), 5.84 (s, 2H), 1.74 (s, 3H) ppm; m/e 368 (M+H)+ The reactants are C1(\C=C\CCCCC1)O ((E)-cyclooct-2-enol), NC1=CC=C(C=C1)C(C(=O)OCC)O (ethyl 2-(4-aminophenyl)-2-hydroxyacetate), C(C)(C)N(CC)C(C)C (Diisopropylethylamine), ON1N=NC2=C1C=CC=C2 (1-hydroxybenzotriazole). The solvent is C1CCOC1 (THF). Conditions: temperature 30 celsius, time 6 day. Product: C1(\C=C\CCCCC1)OC(=O)NC1=CC=C(C=C1)C(C(=O)OCC)O ((E)-ethyl 2-(4-(((cyclooct-2-en-1-yloxy)carbonyl)amino)phenyl)-2-hydroxyacetate). Isolated yield 181.7%. Reaction SMILES: [CH:1]1([OH:9])[CH2:8][CH2:7][CH2:6][CH2:5][CH2:4][CH:3]=[CH:2]1.C([N:13]([CH:16]([CH3:18])[CH3:17])[CH2:14]C)(C)C.[OH:19]N1C2C=CC=CC=2N=N1.NC1C=[CH:34][C:33]([CH:36]([OH:42])[C:37]([O:39][CH2:40][CH3:41])=[O:38])=[CH:32]C=1>C1COCC1>[CH:1]1([O:9][C:14]([NH:13][C:16]2[CH:17]=[CH:34][C:33]([CH:36]([OH:42])[C:37]([O:39][CH2:40][CH3:41])=[O:38])=[CH:32][CH:18]=2)=[O:19])[CH2:8][CH2:7][CH2:6][CH2:5][CH2:4][CH:3]=[CH:2]1. Procedure: The PNP-derivative 34 derived from the minor alcohol 31 (300 mg, 1.03 mmol) was dissolved in 10.3 g THF. Diisopropylethylamine (362 mg, 2.80 mmol) was added, followed by 1-hydroxybenzotriazole (75 mg, 0.556 mmol) and ethyl 2-(4-aminophenyl)-2-hydroxyacetate (325 mg, 1.67 mmol, prepared as described in WO 2009109998). The mixture was stirred in the dark at ca. 30° C. for 6 days. The solvent was removed by rotary evaporation and the residue was chromatographed on 21 g silica, using dichloromethane... Starting materials: ClC=1N=C2C(=C(C=NC2=CC1)C(C)=O)N[C@@H]1CC[C@H](CC1)CN(C)C (1-(6-chloro-4-{trans-4-[(dimethylamino)methyl]-cyclohexylamino}-1,5-naphthyridin-3-yl)ethanone), OC1=CC=C(C=C1)B(O)O ((4-hydroxyphenyl)boronic acid), C1(=C(C(=C(C(=C1F)F)F)N)F)N.Cl.Cl (dihydrochloride). Yields the product Cl.Cl.CN(C)C[C@@H]1CC[C@H](CC1)NC1=C(C=NC2=CC=C(N=C12)C1=CC=C(C=C1)O)C(C)=O (1-(4-{trans-4-[(Dimethylamino)methyl]cyclohexylamino}-6-(4-hydroxyphenyl)-1,5-naphthyridin-3-yl)ethanone dihydrochloride). Yield: 34.0%. RXN SMILES: [Cl:1][C:2]1[N:3]=[C:4]2[C:9](=[CH:10][CH:11]=1)[N:8]=[CH:7][C:6]([C:12](=[O:14])[CH3:13])=[C:5]2[NH:15][C@H:16]1[CH2:21][CH2:20][C@H:19]([CH2:22][N:23]([CH3:25])[CH3:24])[CH2:18][CH2:17]1.[OH:26][C:27]1[CH:32]=[CH:31][C:30](B(O)O)=[CH:29][CH:28]=1.C1(N)C(F)=C(F)C(F)=C(N)C=1F.[ClH:48].Cl>>[ClH:1].[ClH:48].[CH3:24][N:23]([CH2:22][C@H:19]1[CH2:20][CH2:21][C@H:16]([NH:15][C:5]2[C:4]3[C:9](=[CH:10][CH:11]=[C:2]([C:30]4[CH:31]=[CH:32][C:27]([OH:26])=[CH:28][CH:29]=4)[N:3]=3)[N:8]=[CH:7][C:6]=2[C:12](=[O:14])[CH3:13])[CH2:17][CH2:18]1)[CH3:25] |f:2.3.4,5.6.7|. Reported procedure: Following general procedure II, 1-(6-chloro-4-{trans-4-[(dimethylamino)methyl]-cyclohexylamino}-1,5-naphthyridin-3-yl)ethanone (76 g, 0.21 mmol) was reacted with (4-hydroxyphenyl)boronic acid (43 g, 0.32 mmol) followed by formation of the dihydrochloride salt to afford the desired product (35 g, 34%) as a yellow solid: 1H NMR (500 MHz, CD3OD) δ 9.11 (s, 1H), 8.41 (d, J=8.9 Hz, 1H), 8.28 (d, J=8.9 Hz, 1H), 8.03-7.97 (m, 2H), 7.04-6.98 (m, 2H), 5.73-5.62 (m, 1H), 3.11 (d, J=6.8 Hz, 2H), 2.94 (s, 6... Procedure: To a stirred solution of methyl 2-({[(trichloroacetyl)amino]carbonyl}amino)thiophene-3-carboxylate (1 eq) in glacial acetic acid (20 mL) was added a solution of bromine (1.3 eq) in glacial acetic acid (5 mL) slowly over a period of 5 min. After the addition was complete, the resulting dark solution was stirred for 30 mins at RT. The solvent was evaporated under vaccum and the residue was triturated with H2O. The title compound was obtained by filtration (99%) as an off-white solid. The product w... The solvent is C(C)(=O)O (acetic acid), C(C)(=O)O (acetic acid). RXN SMILES: [Cl:1][C:2]([Cl:19])([Cl:18])[C:3]([NH:5][C:6]([NH:8][C:9]1[S:10][CH:11]=[CH:12][C:13]=1[C:14]([O:16][CH3:17])=[O:15])=[O:7])=[O:4].[Br:20]Br>C(O)(=O)C>[Br:20][C:11]1[S:10][C:9]([NH:8][C:6]([NH:5][C:3](=[O:4])[C:2]([Cl:1])([Cl:18])[Cl:19])=[O:7])=[C:13]([C:14]([O:16][CH3:17])=[O:15])[CH:12]=1. Reactants: ClC(C(=O)NC(=O)NC=1SC=CC1C(=O)OC)(Cl)Cl (methyl 2-({[(trichloroacetyl)amino]carbonyl}amino)thiophene-3-carboxylate), BrBr (bromine). The product is BrC1=CC(=C(S1)NC(=O)NC(C(Cl)(Cl)Cl)=O)C(=O)OC (Methyl 5-bromo-2-({[(trichloroacetyl)amino]carbonyl}amino)thiophene-3-carboxylate). Run at time 30 minute. Reactants: ClC1=CC(=NC(=N1)C1=CC=C(C=C1)[N+](=O)[O-])N1C2COCC1CC2 (8-(6-Chloro-2-(4-nitrophenyl)pyrimidin-4-yl)-3-oxa-8-azabicyclo[3.2.1]octane), C(CCC)[Sn](C=1CCOCC1)(CCCC)CCCC (tributyl(3,6-dihydro-2H-pyran-4-yl)stannane). Reagents/catalysts: C1=CC=C(C=C1)P(C2=CC=CC=C2)C3=CC=CC=C3.C1=CC=C(C=C1)P(C2=CC=CC=C2)C3=CC=CC=C3.C1=CC=C(C=C1)P(C2=CC=CC=C2)C3=CC=CC=C3.C1=CC=C(C=C1)P(C2=CC=CC=C2)C3=CC=CC=C3.[Pd] (Pd(PPH3)4). Run in C1(=CC=CC=C1)C (toluene). Conditions: temperature 150 celsius. The product is O1CCC(=CC1)C1=CC(=NC(=N1)C1=CC=C(C=C1)[N+](=O)[O-])N1C2COCC1CC2 (8-[6-(3,6-dihydro-2H-pyran-4-yl)-2-(4-nitrophenyl)pyrimidin-4-yl]-3-oxa-8-azabicyclo[3.2.1]octane). Isolated yield 65.6%. As a reaction SMILES: Cl[C:2]1[N:7]=[C:6]([C:8]2[CH:13]=[CH:12][C:11]([N+:14]([O-:16])=[O:15])=[CH:10][CH:9]=2)[N:5]=[C:4]([N:17]2[CH:22]3[CH2:23][CH2:24][CH:18]2[CH2:19][O:20][CH2:21]3)[CH:3]=1.C([Sn](CCCC)(CCCC)[C:30]1[CH2:31][CH2:32][O:33][CH2:34][CH:35]=1)CCC>C1(C)C=CC=CC=1.C1C=CC(P(C2C=CC=CC=2)C2C=CC=CC=2)=CC=1.C1C=CC(P(C2C=CC=CC=2)C2C=CC=CC=2)=CC=1.C1C=CC(P(C2C=CC=CC=2)C2C=CC=CC=2)=CC=1.C1C=CC(P(C2C=CC=CC=2)C2C=CC=CC=2)=CC=1.[Pd]>[O:33]1[CH2:32][CH:31]=[C:30]([C:2]2[N:7]=[C:6]([C:8]3[CH:13]=[CH:12][C:11]([N+:14]([O-:16])=[O:15])=[CH:10][CH:9]=3)[N:5]=[C:4]([N:17]3[CH:18]4[CH2:24][CH2:23][CH:22]3[CH2:21][O:20][CH2:19]4)[CH:3]=2)[CH2:35][CH2:34]1 |f:3.4.5.6.7|. Reported procedure: In a 20 mL microwave vial was placed 8-(6-chloro-2-(4-nitrophenyl)pyrimidin-4-yl)-3-oxa-8-azabicyclo[3.2.1]octane (36, 500 mg, 1.442 mmol) in toluene (15 ml) to give a yellow suspension. The mixture was degassed with a stream of nitrogen and tributyl(3,6-dihydro-2H-pyran-4-yl)stannane (646 mg, 1.730 mmol) and Pd(PPH3)4 (167 mg, 0.144 mmol) were added. The reaction mixture was heated under microwave irradiation at 150° C. for 1 hour. The mixture was concentrated and the crude product was added to... Reaction SMILES: [CH2:1]([c:2]1[cH:3][cH:4][cH:5][cH:6][cH:7]1)[c:8]1[cH:9][c:10]([CH2:11][CH:12]2[O:13][CH2:14][CH2:15][O:16]2)[cH:17][cH:18][cH:19]1.[CH3:20][C:21]([CH3:22])=[O:23].[CH3:30][CH2:31][O:32][CH2:33][CH3:34].[OH2:24].[S:25](=[O:26])(=[O:27])([OH:28])[OH:29]>>[CH2:1]([c:2]1[cH:3][cH:4][cH:5][cH:6][cH:7]1)[c:8]1[cH:9][c:10]([CH:11]=[O:23])[cH:17][cH:18][cH:19]1. Starting materials: c1ccc(Cc2cccc(CC3OCCO3)c2)cc1, CC(C)=O, CCOCC, O, O=S(=O)(O)O. The product is O=Cc1cccc(Cc2ccccc2)c1. Starting materials: CC=1C=CC(=C(C(=O)O)C1)C=1C=NN(C1)C (5-methyl-2-(1-methyl-1H-pyrazol-4-yl)benzoic acid), CC1=C(C=NC=C1)B(O)O ((4-methylpyridin-3-yl)boronic acid). Product: CC=1C=CC(=C(C(=O)O)C1)C=1C=NC=CC1C (5-Methyl-2-(4-methylpyridin-3-yl)benzoic acid). Reaction SMILES: [CH3:1][C:2]1[CH:3]=[CH:4][C:5](C2C=NN(C)C=2)=[C:6]([CH:10]=1)[C:7]([OH:9])=[O:8].[CH3:17][C:18]1[CH:23]=[CH:22][N:21]=[CH:20][C:19]=1B(O)O>>[CH3:1][C:2]1[CH:3]=[CH:4][C:5]([C:19]2[CH:20]=[N:21][CH:22]=[CH:23][C:18]=2[CH3:17])=[C:6]([CH:10]=1)[C:7]([OH:9])=[O:8]. Procedure: The title compound was synthesized following the same general protocol as described for 5-methyl-2-(1-methyl-1H-pyrazol-4-yl)benzoic acid in Example A1, using (4-methylpyridin-3-yl)boronic acid. ESI-MS (m/z): 228 [M+1]+.